Dataset: the Open Reaction Database (ORD), a public repository of structured organic reaction records. Task: describe an organic reaction: reactants, conditions, products, and yield Reactants: [S-]C#N.[NH4+] (ammonium thiocyanate), NC=1SC=C(N1)C1=CC=2CCCCC2C=C1 (2-amino-4-(5,6,7,8-tetrahydro-2-naphthyl)thiazole), [Cl-] (chloride), C1(=CC=CC2=CC=CC=C12)C(=O)O (1-naphthoic acid). Reagents/catalysts: CN(C)C=O (DMF). Solvent: CC(=O)C (acetone), CC(=O)C (acetone), O (water), CC(=O)C (acetone), C1CCOC1 (THF). Reaction conditions: time 2 hour. The product is C1(=CC=CC2=CC=CC=C12)C(=O)NC(=S)NC=1SC=C(N1)C1=CC=2CCCCC2C=C1 (1-(1-naphthoyl)-3-[4-(5,6,7,8-tetrahydro-2-naphthyl)-2-thiazolyl]thiourea). Yield: 45.4%. Reaction SMILES: [C:1]1([C:11]([OH:13])=O)[C:10]2[C:5](=[CH:6][CH:7]=[CH:8][CH:9]=2)[CH:4]=[CH:3][CH:2]=1.[Cl-].[S-:15][C:16]#[N:17].[NH4+].[NH2:19][C:20]1[S:21][CH:22]=[C:23]([C:25]2[CH:34]=[CH:33][C:32]3[CH2:31][CH2:30][CH2:29][CH2:28][C:27]=3[CH:26]=2)[N:24]=1>CN(C=O)C.C1COCC1.CC(C)=O.O>[C:1]1([C:11]([NH:17][C:16]([NH:19][C:20]2[S:21][CH:22]=[C:23]([C:25]3[CH:34]=[CH:33][C:32]4[CH2:31][CH2:30][CH2:29][CH2:28][C:27]=4[CH:26]=3)[N:24]=2)=[S:15])=[O:13])[C:10]2[C:5](=[CH:6][CH:7]=[CH:8][CH:9]=2)[CH:4]=[CH:3][CH:2]=1 |f:2.3|. Procedure: DMF (1 drop) was added to a solution of 1-naphthoic acid (900 mg) in THF (10 ml), followed by addition of oxayly chloride (0.49 ml) and stirring at room temperature for 2 hours. After replacing the solvent with acetone (10 ml), a solution of ammonium thiocyanate (436 mg) in acetone (5 ml) was added to the solution, followed by heating over a warm water bath for 1 minute and stirring at room temperature for 20 minutes. Then, a solution of 2-amino-4-(5,6,7,8-tetrahydro-2-naphthyl)thiazole (1,00 g)... Reactants: Cl.C(C)(=O)N[C@@H](C(=O)O)C1CCC(CC1)NC(=N)N (2-(R)-acetamido-2-(4'-guanidinocyclohexyl)-acetic acid hydrochloride). Run in Cl (hydrochloric acid). Product: Cl.Cl.N[C@@H](C(=O)O)C1CCC(CC1)NC(=N)N (2-(R)-amino-2-(4'-guanidinocyclohexyl)-acetic acid dihydrochloride). Reaction SMILES: [ClH:1].C([NH:5][C@H:6]([CH:10]1[CH2:15][CH2:14][CH:13]([NH:16][C:17]([NH2:19])=[NH:18])[CH2:12][CH2:11]1)[C:7]([OH:9])=[O:8])(=O)C>Cl>[ClH:1].[ClH:1].[NH2:5][C@H:6]([CH:10]1[CH2:11][CH2:12][CH:13]([NH:16][C:17]([NH2:19])=[NH:18])[CH2:14][CH2:15]1)[C:7]([OH:9])=[O:8] |f:0.1,3.4.5|. Procedure details: 5 g of (1',4' cis or trans) 2-(R)-acetamido-2-(4'-guanidinocyclohexyl)-acetic acid hydrochloride dissolved in 50.5 ml of 2N hydrochloric acid are refluxed for 2 hours. The mixture is concentrated and cooled. The obtained precipitate is filtered, yielding 4.6 g of a product. Reactants: BrC1=C(C=C(C(=O)OC)C=C1)COC (methyl 4-bromo-3-(methoxymethyl)benzoate), COCC1=C(C=CC(=C1)C(=O)O)C1=C(C=CC=C1)C (2-(methoxymethyl)-2′-methyl biphenyl-4-carboxylic acid), C(C)C1=C(C=CC=C1)B(O)O (2-ethyl benzene boronic acid), C([O-])([O-])=O.[K+].[K+] (potassium carbonate). Reagents/catalysts: C=1C=CC(=CC1)[P](C=2C=CC=CC2)(C=3C=CC=CC3)[Pd]([P](C=4C=CC=CC4)(C=5C=CC=CC5)C=6C=CC=CC6)([P](C=7C=CC=CC7)(C=8C=CC=CC8)C=9C=CC=CC9)[P](C=1C=CC=CC1)(C=1C=CC=CC1)C=1C=CC=CC1 (Pd(PPh3)4). Solvent: C1(=CC=CC=C1)C (toluene), O (water). Conditions: time 12 hour. The product is C(C)C1=C(C=CC=C1)C1=C(C=C(C=C1)C(=O)OC)COC (Methyl 2′-ethyl-2-(methoxymethyl)-1,1′-biphenyl-4-carboxylate). Yield: 83.0%. Reaction SMILES: Br[C:2]1[CH:11]=[CH:10][C:5]([C:6]([O:8][CH3:9])=[O:7])=[CH:4][C:3]=1[CH2:12][O:13][CH3:14].COC[C:18]1[CH:23]=[C:22](C(O)=O)[CH:21]=[CH:20][C:19]=1[C:27]1C=CC=C[C:28]=1C.C(C1C=CC=CC=1B(O)O)C.C(=O)([O-])[O-].[K+].[K+]>C1(C)C=CC=CC=1.C1C=CC([P]([Pd]([P](C2C=CC=CC=2)(C2C=CC=CC=2)C2C=CC=CC=2)([P](C2C=CC=CC=2)(C2C=CC=CC=2)C2C=CC=CC=2)[P](C2C=CC=CC=2)(C2C=CC=CC=2)C2C=CC=CC=2)(C2C=CC=CC=2)C2C=CC=CC=2)=CC=1.O>[CH2:27]([C:19]1[CH:20]=[CH:21][CH:22]=[CH:23][C:18]=1[C:2]1[CH:11]=[CH:10][C:5]([C:6]([O:8][CH3:9])=[O:7])=[CH:4][C:3]=1[CH2:12][O:13][CH3:14])[CH3:28] |f:3.4.5,^1:61,63,82,101|. Reported procedure: To a solution of methyl 4-bromo-3-(methoxymethyl)benzoate, (Intermediate 28, step 2) (12 g, 0.0463 mol) in toluene (150 mL) and water (35 mL) under N2, was added 2-ethyl benzene boronic acid (9.02 g, 0.0601 mol) followed by potassium carbonate (19 g, 0.1389 mol) and Pd(PPh3)4 (2.67 g, 023). The reaction mixture was degassed with N2 for 10 min before heating. After 12 hours at 100° C., the reaction mixture was diluted with EtOAc. The organic layer was washed with sodium bicarbonate sat. solution ... Starting materials: C(Cl)(Cl)Cl (chloroform), NC=1C(NC(N(C1N)CC(C)(C)C)=O)=O (5,6-diamino-1-(2,2-dimethylpropyl)-2,4-(1H,3H)-pyrimidinedione), CCOCC (ether). Run in C(C)(=O)O (acetic acid). Product: CC(CN1C(NC(C=2NC(=NC12)C)=O)=O)(C)C (3,7-dihydro-3-(2,2-dimethylpropyl)-8-methyl-1H-purine-2,6-dione). As a reaction SMILES: [NH2:1][C:2]1[C:3](=[O:15])[NH:4][C:5](=[O:14])[N:6]([CH2:9][C:10]([CH3:13])([CH3:12])[CH3:11])[C:7]=1[NH2:8].C(Cl)(Cl)Cl.[CH3:20][CH2:21]OCC>C(O)(=O)C>[CH3:13][C:10]([CH3:11])([CH3:12])[CH2:9][N:6]1[C:7]2[N:8]=[C:20]([CH3:21])[NH:1][C:2]=2[C:3](=[O:15])[NH:4][C:5]1=[O:14]. Procedure: 10.4 g of 5,6-diamino-1-(2,2-dimethylpropyl)-2,4-(1H,3H)-pyrimidine dione (XXVIII) was refluxed in 75 ml of acetic acid for 1 hour. 50 ml of chloroform was added and ether was then added slowly. The received crystals were filtered off. Yield 11.4 g. The amide was refluxed in 50 ml of 1N NaOH for 1 hour and then neutralized with 5N HCl. Yield 7.2 g (XXXIV). NMR (see Table I). RXN SMILES: Br[C:2]1[N:7]=[CH:6][C:5]([C:8]([N:10]2[CH2:15][CH2:14][N:13]([C:16]3[C:21]([CH3:22])=[CH:20][C:19]([CH:23]4[CH2:25][CH2:24]4)=[CH:18][N:17]=3)[CH2:12][CH2:11]2)=[O:9])=[CH:4][CH:3]=1.[O:26]=[C:27]1[NH:31][C@H:30]([CH2:32][O:33]C(=O)C2C=CC=CC=2)[CH2:29][O:28]1>>[CH:23]1([C:19]2[CH:20]=[C:21]([CH3:22])[C:16]([N:13]3[CH2:14][CH2:15][N:10]([C:8]([C:5]4[CH:4]=[CH:3][C:2]([N:31]5[C@H:30]([CH2:32][OH:33])[CH2:29][O:28][C:27]5=[O:26])=[N:7][CH:6]=4)=[O:9])[CH2:11][CH2:12]3)=[N:17][CH:18]=2)[CH2:25][CH2:24]1. The yield is 63.3%. The product is C1(CC1)C=1C=C(C(=NC1)N1CCN(CC1)C(=O)C=1C=CC(=NC1)N1C(OC[C@H]1CO)=O)C ((R)-3-{5-[4-(5-cyclopropyl-3-methylpyridin-2-yl)piperazine-1-carbonyl]pyridin-2-yl}-4-hydroxymethyloxazolidin-2-one). The reactants are BrC1=CC=C(C=N1)C(=O)N1CCN(CC1)C1=NC=C(C=C1C)C1CC1 ((6-bromopyridin-3-yl)[4-(5-cyclopropyl-3-methylpyridin-2-yl)piperazin-1-yl]methanone), O=C1OC[C@H](N1)COC(C1=CC=CC=C1)=O (benzoic acid (R)-2-oxooxazolidin-4-ylmethyl ester). Procedure details: By reaction and treatment in the same manner as in Example 19 and using (6-bromopyridin-3-yl)[4-(5-cyclopropyl-3-methylpyridin-2-yl)piperazin-1-yl]methanone (500 mg) described in Preparation Example 106 and benzoic acid (R)-2-oxooxazolidin-4-ylmethyl ester (426 mg), the title compound (345 mg) was obtained. The reactants are C(C)NC(=O)C=1C=C(C=CC1)C1=CC=C(C=C1)C(C(C)C)(C=1N=CN(C1)C(C1=CC=CC=C1)(C1=CC=CC=C1)C1=CC=CC=C1)O (N-ethyl-4′-[1-hydroxy-2-methyl-1-(1-trityl-1H-imidazol-4-yl)propyl][1,1′-biphenyl]-3-carboxamide), Cl.N1=CC=CC=C1 (pyridine hydrochloride). Yields the product C(C)NC(=O)C=1C=C(C=CC1)C1=CC=C(C=C1)C(C(C)C)(C=1N=CNC1)O (N-ethyl-4′-[1-hydroxy-1-(1H-imidazol-4-yl)-2-methylpropyl][1,1′-biphenyl]-3-carboxamide). Yield: 27.7%. RXN SMILES: [CH2:1]([NH:3][C:4]([C:6]1[CH:7]=[C:8]([C:12]2[CH:17]=[CH:16][C:15]([C:18]([OH:46])([C:22]3[N:23]=[CH:24][N:25](C(C4C=CC=CC=4)(C4C=CC=CC=4)C4C=CC=CC=4)[CH:26]=3)[CH:19]([CH3:21])[CH3:20])=[CH:14][CH:13]=2)[CH:9]=[CH:10][CH:11]=1)=[O:5])[CH3:2].Cl.N1C=CC=CC=1>>[CH2:1]([NH:3][C:4]([C:6]1[CH:7]=[C:8]([C:12]2[CH:17]=[CH:16][C:15]([C:18]([OH:46])([C:22]3[N:23]=[CH:24][NH:25][CH:26]=3)[CH:19]([CH3:21])[CH3:20])=[CH:14][CH:13]=2)[CH:9]=[CH:10][CH:11]=1)=[O:5])[CH3:2] |f:1.2|. Procedure: By the reaction in the same manner as in Example 4-(iii) using N-ethyl-4′-[1-hydroxy-2-methyl-1-(1-trityl-1H-imidazol-4-yl)propyl][1,1′-biphenyl]-3-carboxamide (4.00 g) and pyridine hydrochloride (1.14 g), the title compound (664 mg) was obtained as a colorless amorphous powder. The reactants are O=C([O-])[O-], CC(C)CC(C(=O)Nc1ccn(CC2COC(C)(C)O2)n1)n1ncc(On2nnc3ccccc32)cc1=O, CN(C)C=O, CC#N, [Cs+], [Cs+], Oc1cccc2[nH]ccc12. Product: CC(C)CC(C(=O)Nc1ccn(CC2COC(C)(C)O2)n1)n1ncc(Oc2cccc3[nH]ccc23)cc1=O. RXN SMILES: [C:39](=[O:40])([O-:41])[O-:42].[CH3:1][C:2]1([CH3:38])[O:3][CH2:4][CH:5]([CH2:7][n:8]2[n:9][c:10]([NH:13][C:14]([CH:15]([CH2:16][CH:17]([CH3:18])[CH3:19])[n:20]3[n:21][cH:22][c:23]([O:27][n:28]4[c:29]5[cH:30][cH:31][cH:32][cH:33][c:34]5[n:35][n:36]4)[cH:24][c:25]3=[O:26])=[O:37])[cH:11][cH:12]2)[O:6]1.[CH3:55][N:56]([CH3:57])[CH:58]=[O:59].[CH3:60][C:61]#[N:62].[Cs+:43].[Cs+:44].[nH:45]1[cH:46][cH:47][c:48]2[c:49]([OH:54])[cH:50][cH:51][cH:52][c:53]12>>[CH3:1][C:2]1([CH3:38])[O:3][CH2:4][CH:5]([CH2:7][n:8]2[n:9][c:10]([NH:13][C:14]([CH:15]([CH2:16][CH:17]([CH3:18])[CH3:19])[n:20]3[n:21][cH:22][c:23]([O:27][c:49]4[c:48]5[cH:47][cH:46][nH:45][c:53]5[cH:52][cH:51][cH:50]4)[cH:24][c:25]3=[O:26])=[O:37])[cH:11][cH:12]2)[O:6]1.